The task is: describe an organic reaction: reactants, conditions, products, and yield. This data is from the Open Reaction Database (ORD), a public repository of structured organic reaction records. Reactants: FC1=C(C=CC(=C1)F)C1CC(C=2C(=CC=NC2C1)C)=O (7-(2,4-difluorophenyl)-4-methyl-5,6,7,8-tetrahydroquinolin-5-one), C(=N)(N)NN.Cl (aminoguanidine hydrochloride), Cl (hydrochloric acid), O (water). Solvent: C(C)O (ethanol). Yields the product Cl.FC1=C(C=CC(=C1)F)C1CC(C=2C(=CC=NC2C1)C)=NNC(=N)N (7-(2,4-difluorophenyl)-5-guanidinoimino-4-methyl-5,6,7,8-tetrahydroquinoline hydrochloride). Isolated yield 78.2%. RXN SMILES: [F:1][C:2]1[CH:7]=[C:6]([F:8])[CH:5]=[CH:4][C:3]=1[CH:9]1[CH2:18][C:17]2[N:16]=[CH:15][CH:14]=[C:13]([CH3:19])[C:12]=2[C:11](=O)[CH2:10]1.[C:21]([NH:24][NH2:25])([NH2:23])=[NH:22].[ClH:26].Cl.O>C(O)C>[ClH:26].[F:1][C:2]1[CH:7]=[C:6]([F:8])[CH:5]=[CH:4][C:3]=1[CH:9]1[CH2:18][C:17]2[N:16]=[CH:15][CH:14]=[C:13]([CH3:19])[C:12]=2[C:11](=[N:25][NH:24][C:21]([NH2:23])=[NH:22])[CH2:10]1 |f:1.2,6.7|. Procedure: A mixture of 7-(2,4-difluorophenyl)-4-methyl-5,6,7,8-tetrahydroquinolin-5-one (0.43 g), aminoguanidine hydrochloride (0.18 g), concentrated hydrochloric acid (0.39 ml), water (0.39 ml) and ethanol (50 ml) was refluxed for 7 hours. Under reduced pressure, the solvent was evaporated, and the residue was dissolved in water. The solution was washed with ethyl acetate, and the mixture was concentrated under reduced pressure. The residue was recrystallized from water-ethanol to give 7-(2,4-difluorophe... Reactants: C(C1=CC=CC=C1)OC1=C(OC=CC1=O)C (3-Benzyloxy-2-methyl-4-pyrone), C(C1=CC=CC=C1)OC1=C(OC=CC1=O)C.C(C)(=O)N1C(=C(C(C=C1)=O)O)C (1-acetyl-3-hydroxy-2-methylpyrid-4-one 3-Benzyloxy-2-methyl-4-pyrone), OCCCN (3-hydroxypropylamine), ( K ), OCCN (2-hydroxyethylamine). Product: C(C1=CC=CC=C1)OC1=C(N(C=CC1=O)CCCO)C (3-benzyloxy-1-(3'-hydroxypropyl)-2-methylpyrid-4-one). RXN SMILES: [CH2:1]([O:8][C:9]1[C:14](=[O:15])[CH:13]=[CH:12]O[C:10]=1[CH3:16])[C:2]1[CH:7]=[CH:6][CH:5]=[CH:4][CH:3]=1.C(OC1C(=O)C=COC=1C)C1C=CC=CC=1.C([N:36]1C=C[C:39](=[O:42])[C:38](O)=[C:37]1C)(=O)C.OCCCN.OCCN>>[CH2:1]([O:8][C:9]1[C:14](=[O:15])[CH:13]=[CH:12][N:36]([CH2:37][CH2:38][CH2:39][OH:42])[C:10]=1[CH3:16])[C:2]1[CH:3]=[CH:4][CH:5]=[CH:6][CH:7]=1 |f:1.2|. Procedure details: 3-Benzyloxy-2-methyl-4-pyrone, prepared as described under (J), is reacted with 3-hydroxypropylamine under substantially similar conditions to those described under (K) for reaction with 2-hydroxyethylamine to give 3-benzyloxy-1-(3'-hydroxypropyl)-2-methylpyrid-4-one. This is deprotected using the procedure described under (K) to give 3-hydroxy-1-(3'-hydroxypropyl)-2-methylpyrid-4-one as white crystals, m.p. 111°-113° C.; δmax (nujol) 1630, 3150, 3350 cm-1, δ(d6DMSO) 1.8 (m, 2H), 2.4 (s, 3H), 3.... The reactants are O=C([O-])[O-], CC#CCn1c(=O)[nH]c2nc(Cl)nc(Cl)c21, CN(C)C=O, [Cl-], CC(C)(C)C(=O)OCCl, [K+], [K+], [NH4+]. The product is CC#CCn1c(=O)n(COC(=O)C(C)(C)C)c2nc(Cl)nc(Cl)c21. RXN SMILES: [C:26](=[O:27])([O-:28])[O-:29].[CH2:1]([C:2]#[C:3][CH3:4])[n:5]1[c:6](=[O:16])[nH:7][c:8]2[n:9][c:10]([Cl:15])[n:11][c:12]([Cl:14])[c:13]12.[CH3:34][N:35]([CH3:36])[CH:37]=[O:38].[Cl-:32].[Cl:17][CH2:18][O:19][C:20]([C:21]([CH3:22])([CH3:23])[CH3:24])=[O:25].[K+:30].[K+:31].[NH4+:33]>>[CH2:1]([C:2]#[C:3][CH3:4])[n:5]1[c:6](=[O:16])[n:7]([CH2:18][O:19][C:20]([C:21]([CH3:22])([CH3:23])[CH3:24])=[O:25])[c:8]2[n:9][c:10]([Cl:15])[n:11][c:12]([Cl:14])[c:13]12. Run at time 1 hour. Reported procedure: A mixture of {o-[5-(2,4-dichlorophenoxy)-2nitrophenoxy]phenoxy}acetyl chloride (1.11 g, 2.38 mmol), ammonia solution (5 mL of a 35% solution), ethanol (5 mL) and N,N-dimethylformamide (10 mL) is stirred for one hour, poured into water and extracted with an ether/ethyl acetate (1:1) solution. The combined organic extracts are washed sequentially with water and brine, dried over anhydrous magnesium sulfate and concentrated in vacuo to give the title product as a yellow oil (1.0 g) which is identif... The solvent is O (water). Yields the product ClC1=C(OC=2C=CC(=C(OC3=C(OCC(=O)N)C=CC=C3)C2)[N+](=O)[O-])C=CC(=C1)Cl (2-{o-[5-(2,4-Dichlorophenoxy)-2-nitrophenoxy]phenoxy}acetamide). Starting materials: ClC1=C(OC=2C=CC(=C(OC3=C(OCC(=O)Cl)C=CC=C3)C2)[N+](=O)[O-])C=CC(=C1)Cl ({o-[5-(2,4-dichlorophenoxy)-2nitrophenoxy]phenoxy}acetyl chloride), N (ammonia), solution, C(C)O (ethanol), CN(C=O)C (N,N-dimethylformamide). As a reaction SMILES: [Cl:1][C:2]1[CH:29]=[C:28]([Cl:30])[CH:27]=[CH:26][C:3]=1[O:4][C:5]1[CH:6]=[CH:7][C:8]([N+:23]([O-:25])=[O:24])=[C:9]([CH:22]=1)[O:10][C:11]1[CH:21]=[CH:20][CH:19]=[CH:18][C:12]=1[O:13][CH2:14][C:15](Cl)=[O:16].N.C(O)C.C[N:36](C)C=O>O>[Cl:1][C:2]1[CH:29]=[C:28]([Cl:30])[CH:27]=[CH:26][C:3]=1[O:4][C:5]1[CH:6]=[CH:7][C:8]([N+:23]([O-:25])=[O:24])=[C:9]([CH:22]=1)[O:10][C:11]1[CH:21]=[CH:20][CH:19]=[CH:18][C:12]=1[O:13][CH2:14][C:15]([NH2:36])=[O:16]. Reactants: O=C(Cl)c1ccc(Br)cc1, ClCCl, [Na+], [OH-], NCCCn1cnc(-c2ccccc2)c1. Product: O=C(NCCCn1cnc(-c2ccccc2)c1)c1ccc(Br)cc1. RXN SMILES: [Br:18][c:19]1[cH:20][cH:21][c:22]([C:23](=[O:24])[Cl:25])[cH:26][cH:27]1.[CH2:28]([Cl:29])[Cl:30].[Na+:17].[OH-:16].[c:1]1(-[c:7]2[n:8][cH:9][n:10]([CH2:12][CH2:13][CH2:14][NH2:15])[cH:11]2)[cH:2][cH:3][cH:4][cH:5][cH:6]1>>[c:1]1(-[c:7]2[n:8][cH:9][n:10]([CH2:12][CH2:13][CH2:14][NH:15][C:23]([c:22]3[cH:21][cH:20][c:19]([Br:18])[cH:27][cH:26]3)=[O:24])[cH:11]2)[cH:2][cH:3][cH:4][cH:5][cH:6]1.